From a dataset of the Open Reaction Database (ORD), a public repository of structured organic reaction records. describe an organic reaction: reactants, conditions, products, and yield Procedure: To a methylene chloride solution of 3-(4-carbamoyl-2-hydroxy-benzenesulfonylamino)-N-methoxy-N-methyl-succinamic acid tert-butyl ester at room temperature was added triphenylphosphine (0.25 g, 0.95 mmol), 2-quinolin-5-yl-ethanol (0.11 g, 0.66 mmol) and diethyl azodicarboxylate (0.17 ml, 1.12 mmol). The reaction was stirred at room temperature for 3 days. The reaction was then concentrated under reduced pressure. The crude residue was chromatographed [silica gel with a gradient of 100% ethyl acet... Starting materials: C(C)(C)(C)OC(CC(C(=O)N(C)OC)NS(=O)(=O)C1=C(C=C(C=C1)C(N)=O)O)=O (3-(4-carbamoyl-2-hydroxy-benzenesulfonylamino)-N-methoxy-N-methyl-succinamic acid tert-butyl ester), C1(=CC=CC=C1)P(C1=CC=CC=C1)C1=CC=CC=C1 (triphenylphosphine), N1=CC=CC2=C(C=CC=C12)CCO (2-quinolin-5-yl-ethanol), N(=NC(=O)OCC)C(=O)OCC (diethyl azodicarboxylate). Isolated yield 69.0%. Conditions: time 3 day. RXN SMILES: [C:1]([O:5][C:6](=[O:29])[CH2:7][CH:8]([NH:15][S:16]([C:19]1[CH:24]=[CH:23][C:22]([C:25](=[O:27])[NH2:26])=[CH:21][C:20]=1[OH:28])(=[O:18])=[O:17])[C:9]([N:11]([O:13][CH3:14])[CH3:12])=[O:10])([CH3:4])([CH3:3])[CH3:2].C1(P(C2C=CC=CC=2)C2C=CC=CC=2)C=CC=CC=1.[N:49]1[C:58]2[C:53](=[C:54]([CH2:59][CH2:60]O)[CH:55]=[CH:56][CH:57]=2)[CH:52]=[CH:51][CH:50]=1.N(C(OCC)=O)=NC(OCC)=O>C(Cl)Cl>[C:1]([O:5][C:6](=[O:29])[CH2:7][CH:8]([NH:15][S:16]([C:19]1[CH:24]=[CH:23][C:22]([C:25](=[O:27])[NH2:26])=[CH:21][C:20]=1[O:28][CH2:60][CH2:59][C:54]1[CH:55]=[CH:56][CH:57]=[C:58]2[C:53]=1[CH:52]=[CH:51][CH:50]=[N:49]2)(=[O:18])=[O:17])[C:9]([N:11]([O:13][CH3:14])[CH3:12])=[O:10])([CH3:4])([CH3:2])[CH3:3]. The product is C(C)(C)(C)OC(CC(C(=O)N(C)OC)NS(=O)(=O)C1=C(C=C(C=C1)C(N)=O)OCCC1=C2C=CC=NC2=CC=C1)=O (3-[4-carbamoyl-2-(2-quinolin-5-yl-ethoxy)-benzenesulfonylamino]-N-methoxy-N-methyl-succinamic acid tert-butyl ester). Run in C(Cl)Cl (methylene chloride). The reactants are C(=O)([O-])[O-].[Na+].[Na+] (Na2CO3), BrC=1C=CC(=C(C(=O)O)C1)C (5-bromo-2-methyl-benzoic acid), FC=1C=C(C=CC1)B(O)O ((3-fluorophenyl)boronic acid), CN(C)C=O (DMF). The reagents and catalysts are C=1C=CC(=CC1)[P](C=2C=CC=CC2)(C=3C=CC=CC3)[Pd]([P](C=4C=CC=CC4)(C=5C=CC=CC5)C=6C=CC=CC6)([P](C=7C=CC=CC7)(C=8C=CC=CC8)C=9C=CC=CC9)[P](C=1C=CC=CC1)(C=1C=CC=CC1)C=1C=CC=CC1 (Pd(PPh3)4). Run in CCO (EtOH), O (H2O). Run at temperature 100 celsius. Product: FC=1C=C(C=CC1)C=1C=CC(=C(C(=O)O)C1)C (5-(3-Fluorophenyl)-2-methyl-benzoic acid). Isolated yield 72.9%. RXN SMILES: Br[C:2]1[CH:3]=[CH:4][C:5]([CH3:11])=[C:6]([CH:10]=1)[C:7]([OH:9])=[O:8].[F:12][C:13]1[CH:14]=[C:15](B(O)O)[CH:16]=[CH:17][CH:18]=1.CN(C=O)C.C([O-])([O-])=O.[Na+].[Na+]>CCO.C1C=CC([P]([Pd]([P](C2C=CC=CC=2)(C2C=CC=CC=2)C2C=CC=CC=2)([P](C2C=CC=CC=2)(C2C=CC=CC=2)C2C=CC=CC=2)[P](C2C=CC=CC=2)(C2C=CC=CC=2)C2C=CC=CC=2)(C2C=CC=CC=2)C2C=CC=CC=2)=CC=1.O>[F:12][C:13]1[CH:18]=[C:17]([C:2]2[CH:3]=[CH:4][C:5]([CH3:11])=[C:6]([CH:10]=2)[C:7]([OH:9])=[O:8])[CH:16]=[CH:15][CH:14]=1 |f:3.4.5,^1:39,41,60,79|. Reported procedure: To a solution of 5-bromo-2-methyl-benzoic acid (1 g, 5.12 mmol, 1.0 eq) and (3-fluorophenyl)boronic acid (720 mg, 4.65 mmol, 1.1 eq) in a mixture of EtOH (5 mL), DMF (20 mL) and H2O (5 mL) were added Na2CO3 (1.98 g, 18.68 mmol, 4 eq) and Pd(PPh3)4 (270 mg, 0.23 mmol, 0.05 eq). The mixture was heated at 100° C. under N2 for 4 h and the reaction quenched by addition of 1M HCl. The aqueous phase was extracted with EtOAc and the combined organic extracts washed with brine, dried (Na2SO4), filtered a... Starting materials: C(O)([O-])=O.[Na+] (sodium hydrogencarbonate), [I-].[K+] (potassium iodide), C12(C3CCC(C(CCC1)C2)C3)NC(CCl)=O (N-(1-tricyclo[4.3.1.12,5 ]undecyl)-2-chloroacetamide), N1CCCCC1 (piperidine), aqueous solution, ( B ). Solvent: C(C)O (ethanol). Yields the product Cl.C12(C3CCC(C(CCC1)C2)C3)NC(CN3CCCCC3)=O (N-(1-tricyclo[4.3.1.12,5 ]undecyl)-2-piperidinoacetamide hydrochloride). RXN SMILES: [C:1]12([NH:12][C:13](=[O:16])[CH2:14][Cl:15])[CH2:10][CH:6]([CH2:7][CH2:8][CH2:9]1)[CH:5]1[CH2:11][CH:2]2[CH2:3][CH2:4]1.[NH:17]1[CH2:22][CH2:21][CH2:20][CH2:19][CH2:18]1.C(=O)([O-])O.[Na+].[I-].[K+]>C(O)C>[ClH:15].[C:1]12([NH:12][C:13](=[O:16])[CH2:14][N:17]3[CH2:22][CH2:21][CH2:20][CH2:19][CH2:18]3)[CH2:10][CH:6]([CH2:7][CH2:8][CH2:9]1)[CH:5]1[CH2:11][CH:2]2[CH2:3][CH2:4]1 |f:2.3,4.5,7.8|. Reported procedure: To a solution of 1.50 g (6.2 millimoles) of N-(1-tricyclo[4.3.1.12,5 ]undecyl)-2-chloroacetamide and 0.53 g (6.2 millimoles) of piperidine in 50 ml of ethanol was added 10 ml of an aqueous solution containing 0.52 g (6.2 millimoles) of sodium hydrogencarbonate and 0.10 g (0.62 millimole) of potassium iodide, and the mixture was refluxed, under agitation, for 10 hours. The post treatment was carried out in the same manner as described in section (B) of Example 1 to obtain 1.63 g (the yield being ... Starting materials: CO, CC(N)(Cc1cccc(I)c1)C(=O)O, O=S(Cl)Cl. Product: COC(=O)C(C)(N)Cc1cccc(I)c1. As a reaction SMILES: [CH3:19][OH:20].[I:1][c:2]1[cH:3][c:4]([CH2:5][C:6]([NH2:7])([C:8](=[O:9])[OH:10])[CH3:11])[cH:12][cH:13][cH:14]1.[S:15]([Cl:16])([Cl:17])=[O:18]>>[I:1][c:2]1[cH:3][c:4]([CH2:5][C:6]([NH2:7])([C:8](=[O:9])[O:10][CH3:19])[CH3:11])[cH:12][cH:13][cH:14]1. The reactants are CC(C)(C)[Si](C)(C)Cl, CN(C)C=O, O=C(N1CCC(O)CC1)n1ccnc1. Product: CC(C)(C)[Si](C)(C)OC1CCN(C(=O)n2ccnc2)CC1. RXN SMILES: [C:1]([CH3:2])([CH3:3])([CH3:4])[Si:5]([CH3:6])([CH3:7])[Cl:8].[CH3:23][N:24]([CH3:25])[CH:26]=[O:27].[OH:9][CH:10]1[CH2:11][CH2:12][N:13]([C:16](=[O:17])[n:18]2[cH:19][n:20][cH:21][cH:22]2)[CH2:14][CH2:15]1>>[C:1]([CH3:2])([CH3:3])([CH3:4])[Si:5]([CH3:6])([CH3:7])[O:9][CH:10]1[CH2:11][CH2:12][N:13]([C:16](=[O:17])[n:18]2[cH:19][n:20][cH:21][cH:22]2)[CH2:14][CH2:15]1. Starting materials: Fc1cc(CBr)ccn1, O=C([O-])[O-], CC#N, Cl, [K+], [K+], OC1CCCNC1. Product: OC1CCCN(Cc2ccnc(F)c2)C1. RXN SMILES: [Br:9][CH2:10][c:11]1[cH:12][c:13]([F:17])[n:14][cH:15][cH:16]1.[C:18](=[O:19])([O-:20])[O-:21].[CH3:24][C:25]#[N:26].[ClH:1].[K+:22].[K+:23].[OH:2][CH:3]1[CH2:4][NH:5][CH2:6][CH2:7][CH2:8]1>>[OH:2][CH:3]1[CH2:4][N:5]([CH2:10][c:11]2[cH:12][c:13]([F:17])[n:14][cH:15][cH:16]2)[CH2:6][CH2:7][CH2:8]1.